Task: describe an organic reaction: reactants, conditions, products, and yield. Dataset: the Open Reaction Database (ORD), a public repository of structured organic reaction records The reactants are COc1ccc(S(=O)(=O)c2ccc(C#N)cc2)cc1, Cl, Cl, c1cc[nH+]cc1. Yields the product N#Cc1ccc(S(=O)(=O)c2ccc(O)cc2)cc1. As a reaction SMILES: [CH3:1][O:2][c:3]1[cH:4][cH:5][c:6]([S:9](=[O:10])(=[O:11])[c:12]2[cH:13][cH:14][c:15]([C:16]#[N:17])[cH:18][cH:19]2)[cH:7][cH:8]1.[ClH:20].[ClH:27].[nH+:21]1[cH:22][cH:23][cH:24][cH:25][cH:26]1>>[OH:2][c:3]1[cH:4][cH:5][c:6]([S:9](=[O:10])(=[O:11])[c:12]2[cH:13][cH:14][c:15]([C:16]#[N:17])[cH:18][cH:19]2)[cH:7][cH:8]1.